This data is from the Open Reaction Database (ORD), a public repository of structured organic reaction records. The task is: describe an organic reaction: reactants, conditions, products, and yield Starting materials: COc1ccc(C(CN)C2(O)CCCCC2)cc1, NCC(c1ccccc1)C1(O)CCCCC1. The product is CNCC(c1ccc(OC)cc1)C1(O)CCCCC1. Reaction SMILES: [NH2:17][CH2:18][CH:19]([c:20]1[cH:21][cH:22][c:23]([O:26][CH3:27])[cH:24][cH:25]1)[C:28]1([OH:34])[CH2:29][CH2:30][CH2:31][CH2:32][CH2:33]1.[NH2:1][CH2:2][CH:3]([C:4]1([OH:5])[CH2:6][CH2:7][CH2:8][CH2:9][CH2:10]1)[c:11]1[cH:12][cH:13][cH:14][cH:15][cH:16]1>>[CH3:2][NH:17][CH2:18][CH:19]([c:20]1[cH:21][cH:22][c:23]([O:26][CH3:27])[cH:24][cH:25]1)[C:28]1([OH:34])[CH2:29][CH2:30][CH2:31][CH2:32][CH2:33]1. Reactants: ClC=1C=CC(=C(C(=O)C2=C(C=CC=C2F)F)C1)N1C(=NN=C1C)CBr (5-chloro-2',6'-difluoro-2-[3-(bromomethyl)-5-methyl-4H-1,2,4-triazol-4-yl]benzophenone), N (ammonia). The solvent is CO (methanol). The product is ClC=1C=CC2=C(C(=NCC=3N2C(=NN3)C)C3=C(C=CC=C3F)F)C1 (8-chloro-1-methyl-6-(2,6-difluorophenyl)-4H-s-triazolo[4,3-a][1,4]benzodiazepine). RXN SMILES: [Cl:1][C:2]1[CH:3]=[CH:4][C:5]([N:18]2[C:22]([CH3:23])=[N:21][N:20]=[C:19]2[CH2:24]Br)=[C:6]([CH:17]=1)[C:7]([C:9]1[C:14]([F:15])=[CH:13][CH:12]=[CH:11][C:10]=1[F:16])=O.[NH3:26]>CO>[Cl:1][C:2]1[CH:3]=[CH:4][C:5]2[N:18]3[C:22]([CH3:23])=[N:21][N:20]=[C:19]3[CH2:24][N:26]=[C:7]([C:9]3[C:14]([F:15])=[CH:13][CH:12]=[CH:11][C:10]=3[F:16])[C:6]=2[CH:17]=1. Procedure details: In the manner given in Example 10, 5-chloro-2',6'-difluoro-2-[3-(bromomethyl)-5-methyl-4H-1,2,4-triazol-4-yl]benzophenone is reacted with a saturated solution of ammonia in methanol to give 8-chloro-1-methyl-6-(2,6-difluorophenyl)-4H-s-triazolo[4,3-a][1,4]benzodiazepine of melting point 126°-127° C. (decomposition). Reactants: CC1=CC2=C(SC=C2)C=C1 (5-methyl-benzo[b]thiophene), C(C1=CC=CC=C1)=O (benzaldehyde). Yields the product CC1=CC2=C(SC(=C2)C(O)C2=CC=CC=C2)C=C1 ((5-methyl-benzo[b]thiophen-2-yl)-phenyl-methanol). Reaction SMILES: [CH3:1][C:2]1[CH:10]=[CH:9][C:5]2[S:6][CH:7]=[CH:8][C:4]=2[CH:3]=1.[CH:11](=[O:18])[C:12]1[CH:17]=[CH:16][CH:15]=[CH:14][CH:13]=1>>[CH3:1][C:2]1[CH:10]=[CH:9][C:5]2[S:6][C:7]([CH:11]([C:12]3[CH:17]=[CH:16][CH:15]=[CH:14][CH:13]=3)[OH:18])=[CH:8][C:4]=2[CH:3]=1. Reported procedure: Using general procedure B, 5-methyl-benzo[b]thiophene was reacted with benzaldehyde to give (5-methyl-benzo[b]thiophen-2-yl)-phenyl-methanol as a colorless solid. MS: 237.1 ([M+H—H2O]+).